Dataset: the Open Reaction Database (ORD), a public repository of structured organic reaction records. Task: describe an organic reaction: reactants, conditions, products, and yield Starting materials: CO, Cl, CC(C)(C)OC(=O)N1CCc2ccc(C(=O)N3CCC4(CC3)CCN(c3ccncc3)CC4)cc2C1. Product: O=C(c1ccc2c(c1)CNCC2)N1CCC2(CC1)CCN(c1ccncc1)CC2. RXN SMILES: [CH3:38][OH:39].[ClH:1].[n:2]1[cH:3][cH:4][c:5]([N:8]2[CH2:9][CH2:10][C:11]3([CH2:12][CH2:13][N:14]([C:17](=[O:18])[c:19]4[cH:20][cH:21][c:22]5[c:27]([cH:28]4)[CH2:26][N:25]([C:29]([O:30][C:31]([CH3:32])([CH3:33])[CH3:34])=[O:35])[CH2:24][CH2:23]5)[CH2:15][CH2:16]3)[CH2:36][CH2:37]2)[cH:6][cH:7]1>>[n:2]1[cH:3][cH:4][c:5]([N:8]2[CH2:9][CH2:10][C:11]3([CH2:12][CH2:13][N:14]([C:17](=[O:18])[c:19]4[cH:20][cH:21][c:22]5[c:27]([cH:28]4)[CH2:26][NH:25][CH2:24][CH2:23]5)[CH2:15][CH2:16]3)[CH2:36][CH2:37]2)[cH:6][cH:7]1. Reactants: FC=1C=C(C=CC1)S(=O)(=O)C1=CC=C2CC[C@@H](OC2=C1)CN (C—[(R)-7-(3-Fluoro-benzenesulfonyl)-chroman-2-yl]-methylamine), CN=C=O (methyl isocyanate). Run in C(Cl)Cl (methylene chloride). Run at time 1 hour. Yields the product FC=1C=C(C=CC1)S(=O)(=O)C1=CC=C2CC[C@@H](OC2=C1)CNC(=O)NC (1-[(R)-7-(3-fluoro-benzenesulfonyl)-chroman-2-ylmethyl]-3-methyl-urea). The yield is 99.8%. Reaction SMILES: [F:1][C:2]1[CH:3]=[C:4]([S:8]([C:11]2[CH:20]=[C:19]3[C:14]([CH2:15][CH2:16][C@H:17]([CH2:21][NH2:22])[O:18]3)=[CH:13][CH:12]=2)(=[O:10])=[O:9])[CH:5]=[CH:6][CH:7]=1.[CH3:23][N:24]=[C:25]=[O:26]>C(Cl)Cl>[F:1][C:2]1[CH:3]=[C:4]([S:8]([C:11]2[CH:20]=[C:19]3[C:14]([CH2:15][CH2:16][C@H:17]([CH2:21][NH:22][C:25]([NH:24][CH3:23])=[O:26])[O:18]3)=[CH:13][CH:12]=2)(=[O:10])=[O:9])[CH:5]=[CH:6][CH:7]=1. Procedure: To a solution of C—[(R)-7-(3-Fluoro-benzenesulfonyl)-chroman-2-yl]-methylamine (0.130 g, 0.405 mmol) in methylene chloride (10 mL) at 0° C. was added methyl isocyanate (0.115 g, 2.03 mmol). The mixture was stirred at room temperature for one hour, and was then quenched by addition of MeOH. The mixture was partitioned between water and methylene chloride, and the organic phase was washed with water and brine, dried (Na2SO4), filtered and contrated under reduced pressure. Purification of the resid... Reactants: Nc1c(Br)cc(F)cc1[N+](=O)[O-], CCO, CCOC(C)=O, [Na+], O=C([O-])O. The product is Nc1cc(F)cc(Br)c1N. RXN SMILES: [Br:1][c:2]1[cH:3][c:4]([F:12])[cH:5][c:6]([N+:9]([O-:10])=[O:11])[c:7]1[NH2:8].[CH3:13][CH2:14][OH:15].[CH3:21][CH2:22][O:23][C:24](=[O:25])[CH3:26].[Na+:20].[O-:16][C:17]([OH:18])=[O:19]>>[Br:1][c:2]1[cH:3][c:4]([F:12])[cH:5][c:6]([NH2:9])[c:7]1[NH2:8].